Dataset: the Open Reaction Database (ORD), a public repository of structured organic reaction records. Task: describe an organic reaction: reactants, conditions, products, and yield The reactants are CO, Cl, CSC1(S(=O)(=O)c2ccccc2)CC2CC2(c2ccc(Cl)c(Cl)c2)C1. Yields the product O=C1CC2CC2(c2ccc(Cl)c(Cl)c2)C1. As a reaction SMILES: [CH3:27][OH:28].[ClH:26].[c:1]1([S:2](=[O:5])(=[O:6])[C:10]2([S:3][CH3:4])[CH2:11][C:12]3([c:16]4[cH:17][c:18]([Cl:23])[c:19]([Cl:22])[cH:20][cH:21]4)[CH2:13][CH:14]3[CH2:15]2)[cH:7][cH:8][cH:9][cH:24][cH:25]1>>[C:10]1(=[O:28])[CH2:11][C:12]2([c:16]3[cH:17][c:18]([Cl:23])[c:19]([Cl:22])[cH:20][cH:21]3)[CH2:13][CH:14]2[CH2:15]1. Reactants: CC1(C)OB(c2cc(CO[Si](C)(C)C(C)(C)C)cc([N+](=O)[O-])c2)OC1(C)C, O=C([O-])[O-], COC(=O)C1CCC(O)(c2ncc(Br)s2)CC1(C)C, CC(C)c1cc(C(C)C)c(-c2ccccc2P(C2CCCCC2)C2CCCCC2)c(C(C)C)c1, [Cs+], [Cs+], O=C(C=Cc1ccccc1)C=Cc1ccccc1, O=C(C=Cc1ccccc1)C=Cc1ccccc1, C1COCCO1, O=C(C=Cc1ccccc1)C=Cc1ccccc1, O, [Pd], [Pd]. The product is COC(=O)C1CCC(O)(c2ncc(-c3cc(CO[Si](C)(C)C(C)(C)C)cc([N+](=O)[O-])c3)s2)CC1(C)C. RXN SMILES: [C:1]([CH3:2])([CH3:3])([CH3:4])[Si:5]([O:6][CH2:7][c:8]1[cH:9][c:10]([N+:23](=[O:24])[O-:25])[cH:11][c:12]([B:14]2[O:15][C:16]([CH3:17])([CH3:18])[C:19]([CH3:20])([CH3:21])[O:22]2)[cH:13]1)([CH3:26])[CH3:27].[C:47](=[O:48])([O-:49])[O-:50].[CH3:28][O:29][C:30](=[O:31])[CH:32]1[C:33]([CH3:45])([CH3:46])[CH2:34][C:35]([OH:38])([c:39]2[s:40][c:41]([Br:44])[cH:42][n:43]2)[CH2:36][CH2:37]1.[CH:53]1([P:54]([CH:55]2[CH2:56][CH2:57][CH2:58][CH2:59][CH2:60]2)[c:61]2[cH:62][cH:63][cH:64][cH:65][c:66]2-[c:67]2[c:68]([CH:69]([CH3:70])[CH3:71])[cH:72][c:73]([CH:74]([CH3:75])[CH3:76])[cH:77][c:78]2[CH:79]([CH3:80])[CH3:81])[CH2:82][CH2:83][CH2:84][CH2:85][CH2:86]1.[Cs+:51].[Cs+:52].[O:114]=[C:115]([CH:116]=[CH:117][c:118]1[cH:119][cH:120][cH:121][cH:122][cH:123]1)[CH:124]=[CH:125][c:126]1[cH:127][cH:128][cH:129][cH:130][cH:131]1.[O:132]=[C:133]([CH:134]=[CH:135][c:136]1[cH:137][cH:138][cH:139][cH:140][cH:141]1)[CH:142]=[CH:143][c:144]1[cH:145][cH:146][cH:147][cH:148][cH:149]1.[O:87]1[CH2:88][CH2:89][O:90][CH2:91][CH2:92]1.[O:96]=[C:97]([CH:98]=[CH:99][c:100]1[cH:101][cH:102][cH:103][cH:104][cH:105]1)[CH:106]=[CH:107][c:108]1[cH:109][cH:110][cH:111][cH:112][cH:113]1.[OH2:93].[Pd:94].[Pd:95]>>[C:1]([CH3:2])([CH3:3])([CH3:4])[Si:5]([O:6][CH2:7][c:8]1[cH:9][c:10]([N+:23](=[O:24])[O-:25])[cH:11][c:12](-[c:41]2[s:40][c:39]([C:35]3([OH:38])[CH2:34][C:33]([CH3:45])([CH3:46])[CH:32]([C:30]([O:29][CH3:28])=[O:31])[CH2:37][CH2:36]3)[n:43][cH:42]2)[cH:13]1)([CH3:26])[CH3:27]. The product is C(C)(=O)NC1CN(CC1)C1=NC(=C(C(=O)C(C(=O)OCC)=CN(C)C)C=C1F)NC1=C(C=C(C=C1)F)F (ethyl 2-[6-(3-acetylamino-1-pyrrolidinyl)-2-(2,4-difluorophenylamino)-5-fluoronicotinoyl]-3 -(N,N-dimethylamino)acrylate). Solvent: O (water), C(Cl)(Cl)Cl (chloroform). Reported procedure: To 4 ml of toluene was added 245 mg of (N,N-dimethylformamide-dimethyl sulfate) complex compound, and 66 mg of sodium methoxide was added thereto with ice-cooling after which the resulting mixture was subjected to reaction at room temperature for 30 minutes. Subsequently, 200 mg of ethyl 2-[6-(3-acetylamino-1-pyrrolidinyl)-2-(2,4-difluorophenylamino)-5-fluoronicotinoyl]acetate was added thereto, and the resulting mixture was subjected to reaction under reflux for 5 hours. To the reaction mixture... As a reaction SMILES: C1(C)C=CC=CC=1.[CH3:8][N:9]([CH3:12])[CH:10]=O.S(OC)(OC)(=O)=O.C[O-].[Na+].[C:23]([NH:26][CH:27]1[CH2:31][CH2:30][N:29]([C:32]2[C:45]([F:46])=[CH:44][C:35]([C:36]([CH2:38][C:39]([O:41][CH2:42][CH3:43])=[O:40])=[O:37])=[C:34]([NH:47][C:48]3[CH:53]=[CH:52][C:51]([F:54])=[CH:50][C:49]=3[F:55])[N:33]=2)[CH2:28]1)(=[O:25])[CH3:24]>O.C(Cl)(Cl)Cl>[C:23]([NH:26][CH:27]1[CH2:31][CH2:30][N:29]([C:32]2[C:45]([F:46])=[CH:44][C:35]([C:36]([C:38](=[CH:8][N:9]([CH3:12])[CH3:10])[C:39]([O:41][CH2:42][CH3:43])=[O:40])=[O:37])=[C:34]([NH:47][C:48]3[CH:53]=[CH:52][C:51]([F:54])=[CH:50][C:49]=3[F:55])[N:33]=2)[CH2:28]1)(=[O:25])[CH3:24] |f:1.2,3.4|. Yield: 84.9%. Starting materials: C1(=CC=CC=C1)C (toluene), CN(C=O)C.S(=O)(=O)(OC)OC (N,N-dimethylformamide dimethyl sulfate), C[O-].[Na+] (sodium methoxide), C(C)(=O)NC1CN(CC1)C1=NC(=C(C(=O)CC(=O)OCC)C=C1F)NC1=C(C=C(C=C1)F)F (ethyl 2-[6-(3-acetylamino-1-pyrrolidinyl)-2-(2,4-difluorophenylamino)-5-fluoronicotinoyl]acetate). The reactants are FC1=CC=C(CN2NC(C3=CC(=CC=C23)[N+](=O)[O-])=O)C=C1 (1-(4-fluoro-benzyl)-5-nitro-1,2-dihydro-indazol-3-one). The reagents and catalysts are catalyst, [Pd] (Pd/C). Run in CO (MeOH). Conditions: temperature 40 celsius, time 3 hour. Yields the product NC=1C=C2C(NN(C2=CC1)CC1=CC=C(C=C1)F)=O (5-amino-1-(4-fluoro-benzyl)-1,2-dihydro-indazol-3-one). Yield: 85.1%. As a reaction SMILES: [F:1][C:2]1[CH:21]=[CH:20][C:5]([CH2:6][N:7]2[C:15]3[C:10](=[CH:11][C:12]([N+:16]([O-])=O)=[CH:13][CH:14]=3)[C:9](=[O:19])[NH:8]2)=[CH:4][CH:3]=1>CO.[Pd]>[NH2:16][C:12]1[CH:11]=[C:10]2[C:15](=[CH:14][CH:13]=1)[N:7]([CH2:6][C:5]1[CH:20]=[CH:21][C:2]([F:1])=[CH:3][CH:4]=1)[NH:8][C:9]2=[O:19]. Reported procedure: To a solution of 1-(4-fluoro-benzyl)-5-nitro-1,2-dihydro-indazol-3-one (0.81 g) in MeOH (100 mL) was added Pd/C(10%) catalyst (0.1 g) and the reaction mixture was stirred for three hours at 40° C. under a hydrogen atmosphere using a balloon. After this time the reaction mixture was filtered through Celite® which was washed with more EtOAc. The combined organic solution was evaporated in vacuo for afford the desired 5-amino-1-(4-fluoro-benzyl)-1,2-dihydro-indazol-3-one (0.617 g) which was taken i... Starting materials: C[Si](C)(C)[N-][Si](C)(C)C.[Li+] (lithium bis(trimethylsilyl)amide), [Cl-].[NH4+] (ammonium chloride), BrC1=CC=2N(C=C1)C(=CN2)C(=O)OCC (ethyl 7-bromoimidazo[1,2-a]pyridine-3-carboxylate), C1(CC1)C1=NN(C=2C=CC=C(C12)N)CC1=NC(=CC=C1)C (3-cyclopropyl-1-((6-methylpyridin-2-yl)methyl)-1H-indazol-4-amine). Run in C1CCOC1 (THF), CC(C)O (IPA). Conditions: temperature -13 celsius, time 10 minute. The product is BrC1=CC=2N(C=C1)C(=CN2)C(=O)NC2=C1C(=NN(C1=CC=C2)CC2=NC(=CC=C2)C)C2CC2 (7-bromo-N-(3-cyclopropyl-1-((6-methylpyridin-2-yl)methyl)-1H-indazol-4-yl)imidazo[1,2-a]pyridine-3-carboxamide). Yield: 88.8%. Reaction SMILES: [Br:1][C:2]1[CH:7]=[CH:6][N:5]2[C:8]([C:11]([O:13]CC)=O)=[CH:9][N:10]=[C:4]2[CH:3]=1.[CH:16]1([C:19]2[C:27]3[C:26]([NH2:28])=[CH:25][CH:24]=[CH:23][C:22]=3[N:21]([CH2:29][C:30]3[CH:35]=[CH:34][CH:33]=[C:32]([CH3:36])[N:31]=3)[N:20]=2)[CH2:18][CH2:17]1.C[Si]([N-][Si](C)(C)C)(C)C.[Li+].[Cl-].[NH4+]>C1COCC1.CC(O)C>[Br:1][C:2]1[CH:7]=[CH:6][N:5]2[C:8]([C:11]([NH:28][C:26]3[CH:25]=[CH:24][CH:23]=[C:22]4[C:27]=3[C:19]([CH:16]3[CH2:18][CH2:17]3)=[N:20][N:21]4[CH2:29][C:30]3[CH:35]=[CH:34][CH:33]=[C:32]([CH3:36])[N:31]=3)=[O:13])=[CH:9][N:10]=[C:4]2[CH:3]=1 |f:2.3,4.5|. Procedure details: A mixture of ethyl 7-bromoimidazo[1,2-a]pyridine-3-carboxylate (0.54 g, 2.0 mmol) and 3-cyclopropyl-1-((6-methylpyridin-2-yl)methyl)-1H-indazol-4-amine (0.56 g, 2.0 mmol; prepared as in Example 65, steps A1-A3) in THF (10 mL) was cooled to −13° C. using an ice/water/MeOH bath. A solution of 1.0M lithium bis(trimethylsilyl)amide (4.4 mL, 4.4 mmol) was added over 5 minutes keeping the internal temperature below −10° C. The mixture was stirred at −10° C. for 10 minutes, warmed to ambient temperatur... The reactants are FC1=C(C=CC(=C1)F)C(CC1=NC2=C(N1)CC(C(C2)C)C)=O (1-(2,4-Difluorophenyl)-2-(5,6-dimethyl-4,5,6,7-tetrahydro-1H-benzimidazol-2-yl)ethanone), C(C#C)(=O)O (propiolic acid), N1(C=NC=C1)C(=O)N1C=NC=C1 (1-(1H-imidazol-1-ylcarbonyl)-1H-imidazole). Product: FC1=C(C(=O)C=2C=CC(N3C2NC2=C3CC(C(C2)C)C)=O)C=CC(=C1)F (4-(2,4-Difluorobenzoyl)-7,8-dimethyl-6,7,8,9-tetrahydropyrido[1,2-a]benzimidazol-1(5H)-one). RXN SMILES: [F:1][C:2]1[CH:7]=[C:6]([F:8])[CH:5]=[CH:4][C:3]=1[C:9](=[O:22])[CH2:10][C:11]1[NH:15][C:14]2[CH2:16][CH:17]([CH3:21])[CH:18]([CH3:20])[CH2:19][C:13]=2[N:12]=1.[C:23](O)(=[O:26])[C:24]#[CH:25].N1(C(N2C=CN=C2)=O)C=CN=C1>>[F:1][C:2]1[CH:7]=[C:6]([F:8])[CH:5]=[CH:4][C:3]=1[C:9]([C:10]1[CH:25]=[CH:24][C:23](=[O:26])[N:15]2[C:14]3[CH2:16][CH:17]([CH3:21])[CH:18]([CH3:20])[CH2:19][C:13]=3[NH:12][C:11]=12)=[O:22]. Reported procedure: The compounds are prepared as described in example 15 with 200 mg (0.66 mmol) of 1-(2,4-Difluorophenyl)-2-(5,6-dimethyl-4,5,6,7-tetrahydro-1H-benzimidazol-2-yl)ethanone (example XV), 69 mg (0.99 mmol) of propiolic acid and 192 mg (1.18 mmol) of 1-(1H-imidazol-1-ylcarbonyl)-1H-imidazole.